From a dataset of the Open Reaction Database (ORD), a public repository of structured organic reaction records. describe an organic reaction: reactants, conditions, products, and yield RXN SMILES: [CH3:34][O:35][c:36]1[cH:37][c:38]([O:42][C:43]([F:44])([F:45])[F:46])[cH:39][cH:40][cH:41]1.[Cl:1][c:2]1[cH:3][c:4]2[c:8]([cH:9][cH:10]1)[NH:7][C:6](=[O:11])[C:5]2([c:12]1[c:13]([O:18][CH3:19])[cH:14][cH:15][cH:16][cH:17]1)[NH:20][CH:21]([C:22](=[O:23])[N:24]([CH3:25])[CH3:26])[CH2:27][OH:28].[S:29](=[O:30])(=[O:31])([Cl:32])[Cl:33]>>[Cl:1][c:2]1[cH:3][c:4]2[c:8]([cH:9][cH:10]1)[N:7]([S:29](=[O:30])(=[O:31])[c:39]1[c:38]([O:42][C:43]([F:44])([F:45])[F:46])[cH:37][c:36]([O:35][CH3:34])[cH:41][cH:40]1)[C:6](=[O:11])[C:5]2([c:12]1[c:13]([O:18][CH3:19])[cH:14][cH:15][cH:16][cH:17]1)[NH:20][CH:21]([C:22](=[O:23])[N:24]([CH3:25])[CH3:26])[CH2:27][OH:28]. Starting materials: COc1cccc(OC(F)(F)F)c1, COc1ccccc1C1(NC(CO)C(=O)N(C)C)C(=O)Nc2ccc(Cl)cc21, O=S(=O)(Cl)Cl. The product is COc1ccc(S(=O)(=O)N2C(=O)C(NC(CO)C(=O)N(C)C)(c3ccccc3OC)c3cc(Cl)ccc32)c(OC(F)(F)F)c1. Reactants: CCCS(=O)(=O)Cl, N#Cc1ccc(-c2cncc(N)c2)cc1Cl, c1ccncc1. Yields the product CCCS(=O)(=O)Nc1cncc(-c2ccc(C#N)c(Cl)c2)c1. RXN SMILES: [CH2:17]([CH2:18][CH3:19])[S:20](=[O:21])(=[O:22])[Cl:23].[NH2:1][c:2]1[cH:3][c:4](-[c:8]2[cH:9][c:10]([Cl:16])[c:11]([C:12]#[N:13])[cH:14][cH:15]2)[cH:5][n:6][cH:7]1.[cH:24]1[cH:25][cH:26][n:27][cH:28][cH:29]1>>[NH:1]([c:2]1[cH:3][c:4](-[c:8]2[cH:9][c:10]([Cl:16])[c:11]([C:12]#[N:13])[cH:14][cH:15]2)[cH:5][n:6][cH:7]1)[S:20]([CH2:17][CH2:18][CH3:19])(=[O:21])=[O:22]. Starting materials: FC(OC=1C=CC(=C(C1)NC(C1=CC=NC=C1)=O)O)(F)F (N-[5-(trifluoromethoxy)-2-hydroxyphenyl]isonicotinamide), O1CCCC1 (tetrahydrofuran), C1(=CC=CC=C1)P(C1=CC=CC=C1)C1=CC=CC=C1 (triphenylphosphine), C1(=CC=CC=C1)P(C1=CC=CC=C1)C1=CC=CC=C1 (triphenylphosphine), N(=NC(=O)OCC)C(=O)OCC (diethyl azodicarboxylate), N(=NC(=O)OCC)C(=O)OCC (diethyl azodicarboxylate), C1CCOC1 (THF), C1(=CC=CC=C1)P(C1=CC=CC=C1)C1=CC=CC=C1 (triphenylphosphine), N(=NC(=O)OCC)C(=O)OCC (diethyl azodicarboxylate), resultant mixture. Solvent: O (water), C1(=CC=CC=C1)C (toluene), C1(=CC=CC=C1)C (toluene). Run at time 1 hour. The product is N1=CC=C(C=C1)C=1OC2=C(N1)C=C(C=C2)OC(F)(F)F (2-(pyridin-4-yl)-5-(trifluoromethoxy)benzoxazole). Reaction SMILES: [F:1][C:2]([F:21])([F:20])[O:3][C:4]1[CH:5]=[CH:6][C:7]([OH:19])=[C:8]([NH:10][C:11](=O)[C:12]2[CH:17]=[CH:16][N:15]=[CH:14][CH:13]=2)[CH:9]=1.O1CCCC1.C1(P(C2C=CC=CC=2)C2C=CC=CC=2)C=CC=CC=1.N(C(OCC)=O)=NC(OCC)=O>O.C1(C)C=CC=CC=1>[N:15]1[CH:16]=[CH:17][C:12]([C:11]2[O:19][C:7]3[CH:6]=[CH:5][C:4]([O:3][C:2]([F:21])([F:20])[F:1])=[CH:9][C:8]=3[N:10]=2)=[CH:13][CH:14]=1. Reported procedure: To a mixture of 1.96 g of N-[5-(trifluoromethoxy)-2-hydroxyphenyl]isonicotinamide, 35 ml of tetrahydrofuran and 1.73 g of triphenylphosphine, a mixture of 1.26 g of diethyl azodicarboxylate and 5 ml of THF was added dropwise at room temperature. The resultant mixture was stirred at room temperature for two hours. To the mixture, 1.73 g of triphenylphosphine and 3.15 g of 40% toluene solution of diethyl azodicarboxylate were added and stirred for one hour. Furthermore, to the mixture, 0.58 g of t... Reactants: ClC1=NC=C(C=C1)CCl (2-Chloro-5-chloromethyl-pyridine), COC(COC1=C(C=C(C(=C1)OC)S)C)=O ((4-Mercapto-5-methoxy-2-methyl-phenoxy)-acetic acid methyl ester), COC(COC1=C(C=C(C(=C1)OC)SCC=1C=NC(=CC1)C1=CC=C(C=C1)C(F)(F)F)C)=O ({5-Methoxy-2-methyl-4-[6-(4-trifluoromethyl-phenyl)-pyridin-3-ylmethylsulfanyl]-phenoxy}-acetic acid methyl ester), COC(COC1=C(C=C(C(=C1)OC)SCC=1C=NC(=CC1)C1=CC=C(C=C1)C(F)(F)F)C)=O ({5-Methoxy-2-methyl-4-[6-(4-trifluoromethyl-phenyl)-pyridin-3-ylmethylsulfanyl]-phenoxy}-acetic acid methyl ester). Product: COC=1C(=CC(=C(OCC(=O)O)C1)C)SCC=1C=NC(=CC1)C1=CC=C(C=C1)C(F)(F)F ({5-Methoxy-2-methyl-4-[6-(4-trifluoromethyl-phenyl)-pyridin-3-ylmethylsulfanyl]-phenoxy}-acetic acid). RXN SMILES: ClC1C=CC(CCl)=CN=1.COC(=O)COC1C=C(OC)C(S)=CC=1C.C[O:27][C:28](=[O:58])[CH2:29][O:30][C:31]1[CH:36]=[C:35]([O:37][CH3:38])[C:34]([S:39][CH2:40][C:41]2[CH:42]=[N:43][C:44]([C:47]3[CH:52]=[CH:51][C:50]([C:53]([F:56])([F:55])[F:54])=[CH:49][CH:48]=3)=[CH:45][CH:46]=2)=[CH:33][C:32]=1[CH3:57]>>[CH3:38][O:37][C:35]1[C:34]([S:39][CH2:40][C:41]2[CH:42]=[N:43][C:44]([C:47]3[CH:48]=[CH:49][C:50]([C:53]([F:56])([F:55])[F:54])=[CH:51][CH:52]=3)=[CH:45][CH:46]=2)=[CH:33][C:32]([CH3:57])=[C:31]([CH:36]=1)[O:30][CH2:29][C:28]([OH:58])=[O:27]. Procedure: The title compound was prepared from 2-Chloro-5-chloromethyl-pyridine and 1D in a manner analogous to Example 1F. MS m/z 370 (M+2). Step 2. Preparation of {5-Methoxy-2-methyl-4-[6-(4-trifluoromethyl-phenyl)-pyridin-3-ylmethylsulfanyl]-phenoxy}-acetic acid methyl ester (Compound 19B) Reactants: Cc1ccc(Br)cc1, O=C1CCN(Cc2ccccc2)CC1, C1CCOC1, [Mg]. Yields the product Cc1ccc(C2(O)CCN(Cc3ccccc3)CC2)cc1. RXN SMILES: [Br:2][c:3]1[cH:4][cH:5][c:6]([CH3:9])[cH:7][cH:8]1.[CH2:10]([c:11]1[cH:12][cH:13][cH:14][cH:15][cH:16]1)[N:17]1[CH2:18][CH2:19][C:20](=[O:23])[CH2:21][CH2:22]1.[CH2:24]1[O:25][CH2:26][CH2:27][CH2:28]1.[Mg:1]>>[c:3]1([C:20]2([OH:23])[CH2:19][CH2:18][N:17]([CH2:10][c:11]3[cH:12][cH:13][cH:14][cH:15][cH:16]3)[CH2:22][CH2:21]2)[cH:4][cH:5][c:6]([CH3:9])[cH:7][cH:8]1.